Dataset: the Open Reaction Database (ORD), a public repository of structured organic reaction records. Task: describe an organic reaction: reactants, conditions, products, and yield The reactants are C(CC)NC1COC2=CC(=CC=C2C1)OS(=O)(=O)C(F)(F)F (Trifluoro-methanesulfonic acid 3-propylamino-chroman-7-yl ester), C(C1=CC=CC=C1)=O (benzaldehyde), solution, C(C)(=O)O (Acetic acid), C(C)(=O)O[BH-](OC(C)=O)OC(C)=O.[Na+] (sodium trisacetoxyborohydride), [OH-].[Na+] (NaOH). The solvent is ClCCl (dichloromethane), ClCCl (Dichloromethane), O (water). The product is C(C1=CC=CC=C1)N(C1COC2=CC(=CC=C2C1)OS(=O)(=O)C(F)(F)F)CCC (Trifluoro-methanesulfonic acid 3-(benzyl-propyl-amino)-chroman-7-yl ester). Isolated yield 30.0%. As a reaction SMILES: [CH2:1]([NH:4][CH:5]1[CH2:14][C:13]2[C:8](=[CH:9][C:10]([O:15][S:16]([C:19]([F:22])([F:21])[F:20])(=[O:18])=[O:17])=[CH:11][CH:12]=2)[O:7][CH2:6]1)[CH2:2][CH3:3].[CH:23](=O)[C:24]1[CH:29]=[CH:28][CH:27]=[CH:26][CH:25]=1.C(O)(=O)C.C(O[BH-](OC(=O)C)OC(=O)C)(=O)C.[Na+].[OH-].[Na+]>ClCCl.O>[CH2:23]([N:4]([CH2:1][CH2:2][CH3:3])[CH:5]1[CH2:14][C:13]2[C:8](=[CH:9][C:10]([O:15][S:16]([C:19]([F:22])([F:21])[F:20])(=[O:18])=[O:17])=[CH:11][CH:12]=2)[O:7][CH2:6]1)[C:24]1[CH:29]=[CH:28][CH:27]=[CH:26][CH:25]=1 |f:3.4,5.6|. Procedure: Trifluoro-methanesulfonic acid 3-propylamino-chroman-7-yl ester (1.62 g, 4.78 mmol) and benzaldehyde (975 μl, 9.56 mmol) were dissolved in dichloromethane (60 ml). Acetic acid (710 μl, 12.37 mmol) and sodium trisacetoxyborohydride (3.04 g, 14.34 mmol) were sequentially added to the reaction mixture and stirred over the weekend at room temperature. Dichloromethane and water were added to the reaction mixture. The aqueous phase was adjusted to a pH=6 with a 1 molar solution of NaOH. The organic ph... Reactants: FC1=CC=C(CN2[C@H]3[C@@H]4CC[C@H]([C@H]3C(=C(C2=O)C2=NS(C3=C(N2)SC=C3COCOC)(=O)=O)O)C4)C=C1 ((1R,2S,7R,8S)-3-(4-fluoro-benzyl)-6-hydroxy-5-(7-methoxymethoxymethyl-1,1-dioxo-1,4-dihydro-1λ6-thieno[2,3-e][1,2,4]thiadiazin-3-yl)-3-aza-tricyclo[6.2.1.02,7]undec-5-en-4-one), solution, Cl (hydrochloric acid). Run in O1CCOCC1 (dioxane), O1CCOCC1 (dioxane). Reaction conditions: temperature 25 celsius, time 2 hour. Product: crude product, FC1=CC=C(CN2[C@H]3[C@@H]4CC[C@H]([C@H]3C(=C(C2=O)C2=NS(C3=C(N2)SC=C3CO)(=O)=O)O)C4)C=C1 ((1R,2S,7R,8S)-3-(4-fluoro-benzyl)-6-hydroxy-5-(7-hydroxymethyl-1,1-dioxo-1,4-dihydro-1λ6-thieno[2,3-e][1,2,4]thiadiazin-3-yl)-3-aza-tricyclo[6.2.1.02,7]undec-5-en-4-one). Isolated yield 100.0%. Reaction SMILES: [F:1][C:2]1[CH:37]=[CH:36][C:5]([CH2:6][N:7]2[C:16](=[O:17])[C:15]([C:18]3[NH:23][C:22]4[S:24][CH:25]=[C:26]([CH2:27][O:28]COC)[C:21]=4[S:20](=[O:33])(=[O:32])[N:19]=3)=[C:14]([OH:34])[C@H:13]3[C@@H:8]2[C@H:9]2[CH2:35][C@@H:12]3[CH2:11][CH2:10]2)=[CH:4][CH:3]=1.Cl>O1CCOCC1>[F:1][C:2]1[CH:37]=[CH:36][C:5]([CH2:6][N:7]2[C:16](=[O:17])[C:15]([C:18]3[NH:23][C:22]4[S:24][CH:25]=[C:26]([CH2:27][OH:28])[C:21]=4[S:20](=[O:32])(=[O:33])[N:19]=3)=[C:14]([OH:34])[C@H:13]3[C@@H:8]2[C@H:9]2[CH2:35][C@@H:12]3[CH2:11][CH2:10]2)=[CH:4][CH:3]=1. Procedure: To a solution of (1R,2S,7R,8S)-3-(4-fluoro-benzyl)-6-hydroxy-5-(7-methoxymethoxymethyl-1,1-dioxo-1,4-dihydro-1λ6-thieno[2,3-e][1,2,4]thiadiazin-3-yl)-3-aza-tricyclo[6.2.1.02,7]undec-5-en-4-one (0.42 g, 0.76 mmol) in dioxane (3 mL) was added a 4.0 M solution of hydrochloric acid in dioxane (9 mL). The reaction was stirred at 25° C. for 2 h before it was concentrated in vacuo to afford the crude product, (1R,2S,7R,8S)-3-(4-fluoro-benzyl)-6-hydroxy-5-(7-hydroxymethyl-1,1-dioxo-1,4-dihydro-1λ6-thien... Reactants: COC1=C(CN(S(=O)(=O)C2=C(C=C(C(=C2)F)F)F)C2=NC=NS2)C=CC(=C1)OC (N-(2,4-dimethoxybenzyl)-2,4,5-trifluoro-N-(1,2,4-thiadiazol-5-yl)benzenesulfonamide), C1(=CC=CC=C1)[C@@H]1[C@H](CCCCC1)O ((1S*,2R*)-2-phenylcycloheptanol), [H-].[Na+] (sodium hydride). Run in CS(=O)C (DMSO). Yields the product COC1=C(CN(S(=O)(=O)C2=C(C=C(C(=C2)F)O[C@@H]2[C@H](CCCCC2)C2=CC=CC=C2)F)C2=NC=NS2)C=CC(=C1)OC (N-(2,4-Dimethoxybenzyl)-2,5-difluoro-4-{[(1S*,2R*)-2-phenylcycloheptyl]oxy}-N-(1,2,4-thiadiazol-5-yl)benzenesulfonamide). Isolated yield 28.9%. As a reaction SMILES: [CH3:1][O:2][C:3]1[CH:27]=[C:26]([O:28][CH3:29])[CH:25]=[CH:24][C:4]=1[CH2:5][N:6]([C:19]1[S:23][N:22]=[CH:21][N:20]=1)[S:7]([C:10]1[CH:15]=[C:14]([F:16])[C:13](F)=[CH:12][C:11]=1[F:18])(=[O:9])=[O:8].[C:30]1([C@H:36]2[CH2:42][CH2:41][CH2:40][CH2:39][CH2:38][C@@H:37]2[OH:43])[CH:35]=[CH:34][CH:33]=[CH:32][CH:31]=1.[H-].[Na+]>CS(C)=O>[CH3:1][O:2][C:3]1[CH:27]=[C:26]([O:28][CH3:29])[CH:25]=[CH:24][C:4]=1[CH2:5][N:6]([C:19]1[S:23][N:22]=[CH:21][N:20]=1)[S:7]([C:10]1[CH:15]=[C:14]([F:16])[C:13]([O:43][C@H:37]2[CH2:38][CH2:39][CH2:40][CH2:41][CH2:42][C@@H:36]2[C:30]2[CH:31]=[CH:32][CH:33]=[CH:34][CH:35]=2)=[CH:12][C:11]=1[F:18])(=[O:9])=[O:8] |f:2.3|. Procedure: The reaction and aftertreatment were conducted in the same manner as in Example 1a by using the N-(2,4-dimethoxybenzyl)-2,4,5-trifluoro-N-(1,2,4-thiadiazol-5-yl)benzenesulfonamide (WO 2010/079443; 350 mg, 0.786 mmol), (1S*,2R*)-2-phenylcycloheptanol (150 mg, 0.788 mmol), sodium hydride (63%; 60 mg, 1.58 mol) and DMSO (4.0 mL), to yield the title compound (140 mg, 29%) as a colorless oil. The reactants are CC(NC(=O)Cc1cc(F)cc(F)c1)C(=O)O, NC1C(=O)N(Cc2ccccc2)Cc2ccccc21. Yields the product CC(NC(=O)Cc1cc(F)cc(F)c1)C(=O)NC1C(=O)N(Cc2ccccc2)Cc2ccccc21. RXN SMILES: [F:1][c:2]1[cH:3][c:4]([CH2:9][C:10](=[O:11])[NH:12][CH:13]([CH3:14])[C:15](=[O:16])[OH:17])[cH:5][c:6]([F:8])[cH:7]1.[NH2:18][CH:19]1[C:20](=[O:36])[N:21]([CH2:29][c:30]2[cH:31][cH:32][cH:33][cH:34][cH:35]2)[CH2:22][c:23]2[cH:24][cH:25][cH:26][cH:27][c:28]21>>[F:1][c:2]1[cH:3][c:4]([CH2:9][C:10](=[O:11])[NH:12][CH:13]([CH3:14])[C:15](=[O:17])[NH:18][CH:19]2[C:20](=[O:36])[N:21]([CH2:29][c:30]3[cH:31][cH:32][cH:33][cH:34][cH:35]3)[CH2:22][c:23]3[cH:24][cH:25][cH:26][cH:27][c:28]32)[cH:5][c:6]([F:8])[cH:7]1. Reactants: CC12CCC(C#N)=CC1=CCC1C2CCC2(C)C(C(=O)O)CCC12, CC(C)(N)c1ccccc1. The product is CC(C)(NC(=O)C1CCC2C3CC=C4C=C(C#N)CCC4(C)C3CCC12C)c1ccccc1. Reaction SMILES: [C:1](#[N:2])[C:3]1=[CH:4][C:5]2=[CH:6][CH2:7][CH:8]3[CH:9]4[CH2:10][CH2:11][CH:12]([C:22](=[O:23])[OH:24])[C:13]4([CH3:14])[CH2:15][CH2:16][CH:17]3[C:18]2([CH3:21])[CH2:19][CH2:20]1.[CH3:25][C:26]([CH3:27])([c:28]1[cH:29][cH:30][cH:31][cH:32][cH:33]1)[NH2:34]>>[C:1](#[N:2])[C:3]1=[CH:4][C:5]2=[CH:6][CH2:7][CH:8]3[CH:9]4[CH2:10][CH2:11][CH:12]([C:22](=[O:23])[NH:34][C:26]([CH3:25])([CH3:27])[c:28]5[cH:29][cH:30][cH:31][cH:32][cH:33]5)[C:13]4([CH3:14])[CH2:15][CH2:16][CH:17]3[C:18]2([CH3:21])[CH2:19][CH2:20]1. The reactants are S(=O)([O-])S(=O)[O-].[Na+].[Na+] (Sodium dithionite), C(C1=CC=CC=C1)OC1=CC(=C(C(=O)OCC2=CC=CC=C2)C=C1OC)[N+](=O)[O-] (Benzyl 4-(benzyloxy)-5-methoxy-2-nitrobenzoate), C(C)#N (acetonitrile), S(=O)([O-])S(=O)[O-].[Na+].[Na+] (Sodium dithionite). Solvent: O (Water). Conditions: temperature 20 celsius, time 30 minute. Yields the product NC1=C(C(=O)OCC2=CC=CC=C2)C=C(C(=C1)OCC1=CC=CC=C1)OC (benzyl 2-amino-4-(benzyloxy)-5-methoxybenzoate). Reaction SMILES: [CH2:1]([O:8][C:9]1[C:24]([O:25][CH3:26])=[CH:23][C:12]([C:13]([O:15][CH2:16][C:17]2[CH:22]=[CH:21][CH:20]=[CH:19][CH:18]=2)=[O:14])=[C:11]([N+:27]([O-])=O)[CH:10]=1)[C:2]1[CH:7]=[CH:6][CH:5]=[CH:4][CH:3]=1.C(#N)C.S(S([O-])=O)([O-])=O.[Na+].[Na+]>O>[NH2:27][C:11]1[CH:10]=[C:9]([O:8][CH2:1][C:2]2[CH:3]=[CH:4][CH:5]=[CH:6][CH:7]=2)[C:24]([O:25][CH3:26])=[CH:23][C:12]=1[C:13]([O:15][CH2:16][C:17]1[CH:18]=[CH:19][CH:20]=[CH:21][CH:22]=1)=[O:14] |f:2.3.4|. Procedure: Benzyl 4-(benzyloxy)-5-methoxy-2-nitrobenzoate (90 g) was charged to acetonitrile (660 g). 85% Sodium dithionite (75 g) was added to the solution and the temperature adjusted to 20° C. Water (516 g) was then added, maintaining the temperature at 20° C. The slurry was then heated to 65° C. and stirred for 30 minutes. Sodium dithionite (75 g) was added and the mixture stirred for another 30 minutes. The lower aqueous phase was removed. Concentrated hydrochloric acid (33% w/w, 12.48 g) was then add... Yields the product CC(C)(NC1=CC(c2cccc(OC3CC3)c2)N(c2ccc(C(F)(F)F)cc2)C1=O)c1ccc(C(F)(F)F)nc1. RXN SMILES: [CH3:70][C:71]([CH3:72])([c:73]1[cH:74][n:75][c:76]([C:79]([F:80])([F:81])[F:82])[cH:77][cH:78]1)[NH2:83].[CH3:84][C:85](=[O:86])[OH:87].[CH3:88][c:89]1[cH:90][cH:91][cH:92][cH:93][cH:94]1.[CH:43]1([O:44][c:45]2[cH:46][c:47]([CH:48]3[N:49]([c:50]4[cH:51][cH:52][c:53]([C:54]([F:55])([F:56])[F:57])[cH:58][cH:59]4)[C:60](=[O:61])[C:62](=[O:63])[CH2:64]3)[cH:65][cH:66][cH:67]2)[CH2:68][CH2:69]1.[OH2:95].[OH:1][C:2]([C:3]([F:4])([F:5])[F:6])=[O:7].[c:8]1([CH:9]([NH:10][C:17]2=[CH:21][CH:20]([c:22]3[cH:23][c:24]([O:28][CH:29]4[CH2:30][CH2:31]4)[cH:25][cH:26][cH:27]3)[N:19]([c:32]3[cH:33][cH:34][c:35]([C:38]([F:39])([F:40])[F:41])[cH:36][cH:37]3)[C:18]2=[O:42])[CH3:11])[cH:12][cH:13][cH:14][cH:15][cH:16]1>>[C:17]1([NH:83][C:71]([CH3:70])([CH3:72])[c:73]2[cH:74][n:75][c:76]([C:79]([F:80])([F:81])[F:82])[cH:77][cH:78]2)=[CH:21][CH:20]([c:22]2[cH:23][c:24]([O:28][CH:29]3[CH2:30][CH2:31]3)[cH:25][cH:26][cH:27]2)[N:19]([c:32]2[cH:33][cH:34][c:35]([C:38]([F:39])([F:40])[F:41])[cH:36][cH:37]2)[C:18]1=[O:42]. Reactants: CC(C)(N)c1ccc(C(F)(F)F)nc1, CC(=O)O, Cc1ccccc1, O=C1CC(c2cccc(OC3CC3)c2)N(c2ccc(C(F)(F)F)cc2)C1=O, O, O=C(O)C(F)(F)F, CC(NC1=CC(c2cccc(OC3CC3)c2)N(c2ccc(C(F)(F)F)cc2)C1=O)c1ccccc1. Starting materials: BrP(Br)Br, CCOCC, ClCCCl, CC(O)c1cc(C(=O)N2CCCC2)cc2c(=O)cc(N3CCOCC3)oc12. The product is CC(Br)c1cc(C(=O)N2CCCC2)cc2c(=O)cc(N3CCOCC3)oc12. RXN SMILES: [Br:1][P:2]([Br:3])[Br:4].[CH3:36][CH2:37][O:38][CH2:39][CH3:40].[Cl:32][CH2:33][CH2:34][Cl:35].[OH:5][CH:6]([CH3:7])[c:8]1[cH:9][c:10]([C:25](=[O:26])[N:27]2[CH2:28][CH2:29][CH2:30][CH2:31]2)[cH:11][c:12]2[c:13](=[O:24])[cH:14][c:15]([N:18]3[CH2:19][CH2:20][O:21][CH2:22][CH2:23]3)[o:16][c:17]12>>[Br:1][CH:6]([CH3:7])[c:8]1[cH:9][c:10]([C:25](=[O:26])[N:27]2[CH2:28][CH2:29][CH2:30][CH2:31]2)[cH:11][c:12]2[c:13](=[O:24])[cH:14][c:15]([N:18]3[CH2:19][CH2:20][O:21][CH2:22][CH2:23]3)[o:16][c:17]12.